describe an organic reaction: reactants, conditions, products, and yield From a dataset of the Open Reaction Database (ORD), a public repository of structured organic reaction records. Reactants: crude material, O.NN (hydrazine monohydrate), CC1=NN2C(N=C(C=C2C(=O)N)N2CCOCC2)=C1CC1=C(C(=CC=C1)C(F)(F)F)C (2-methyl-3-{[2-methyl-3-(trifluoromethyl)phenyl]methyl}-5-(4-morpholinyl)pyrazolo[1,5-a]pyrimidine-7-carboxamide), COC(N(C)C)OC (N,N-dimethylformamide dimethyl acetal), [OH-].[Na+] (sodium hydroxide), Cl (HCl). Solvent: C(C)(=O)O (Acetic Acid), CCOC(=O)C (EtOAc), C1CCOC1 (THF). Run at temperature 105 celsius, time 18 hour. Yields the product CC1=NN2C(N=C(C=C2C2=NNC=N2)N2CCOCC2)=C1CC1=C(C(=CC=C1)C(F)(F)F)C (4-(2-methyl-3-(2-methyl-3-(trifluoromethyl)benzyl)-7-(1H-1,2,4-triazol-3-yl)pyrazolo[1,5-a]pyrimidin-5-yl)morpholine). Isolated yield 48.4%. Reaction SMILES: [CH3:1][C:2]1[C:19]([CH2:20][C:21]2[CH:26]=[CH:25][CH:24]=[C:23]([C:27]([F:30])([F:29])[F:28])[C:22]=2[CH3:31])=[C:5]2[N:6]=[C:7]([N:13]3[CH2:18][CH2:17][O:16][CH2:15][CH2:14]3)[CH:8]=[C:9]([C:10]([NH2:12])=O)[N:4]2[N:3]=1.COC(OC)[N:35]([CH3:37])C.O.[NH2:41]N.[OH-].[Na+].Cl>CCOC(C)=O.C1COCC1.C(O)(=O)C>[CH3:1][C:2]1[C:19]([CH2:20][C:21]2[CH:26]=[CH:25][CH:24]=[C:23]([C:27]([F:30])([F:28])[F:29])[C:22]=2[CH3:31])=[C:5]2[N:6]=[C:7]([N:13]3[CH2:18][CH2:17][O:16][CH2:15][CH2:14]3)[CH:8]=[C:9]([C:10]3[N:12]=[CH:37][NH:35][N:41]=3)[N:4]2[N:3]=1 |f:2.3,4.5|. Procedure details: A mixture of 2-methyl-3-{[2-methyl-3-(trifluoromethyl)phenyl]methyl}-5-(4-morpholinyl)pyrazolo[1,5-a]pyrimidine-7-carboxamide (0.45 g, 1.038 mmol) in N,N-dimethylformamide dimethyl acetal (15 mL, 112 mmol) was stirred at 105° C. for 18 h. The reaction mixture was concentrated. To the crude material was added Acetic Acid (10 mL) and hydrazine monohydrate (0.228 mL, 7.27 mmol). The reaction mixture was heated at 100° C. for 1 h and concentrated. The crude material was purified on a silica column (... The reactants are O=C([O-])[O-], CN(C)C=O, CI, [K+], [K+], O=c1[nH]cc([N+](=O)[O-])c(=O)[nH]1, [Na+], [OH-], O. Product: Cn1cc([N+](=O)[O-])c(=O)[nH]c1=O. As a reaction SMILES: [C:12](=[O:13])([O-:14])[O-:15].[CH3:22][N:23]([CH3:24])[CH:25]=[O:26].[I:18][CH3:19].[K+:16].[K+:17].[N+:1](=[O:2])([O-:3])[c:4]1[c:5](=[O:11])[nH:6][c:7](=[O:10])[nH:8][cH:9]1.[Na+:21].[OH-:20].[OH2:27]>>[N+:1](=[O:2])([O-:3])[c:4]1[c:5](=[O:11])[nH:6][c:7](=[O:10])[n:8]([CH3:12])[cH:9]1.